This data is from the Open Reaction Database (ORD), a public repository of structured organic reaction records. The task is: describe an organic reaction: reactants, conditions, products, and yield The reactants are O=C1C2CC3C(C13)C2C(=O)OCC (ethyl rac-2-oxotricyclo[2.2.1.03,5 ]heptane-7-carboxylate). Run in P(=O)([O-])([O-])[O-].[K+].[K+].[K+] (potassium phosphate), [OH-].[Na+] (NaOH). The product is O=C1[C@@H]2CC3C(C13)[C@H]2C(=O)OCC (ethyl (1R,7R)-(+)-2-oxotricyclo[2.2.1.03,5 ]heptane-7-carboxylate). The yield is 45.5%. As a reaction SMILES: [O:1]=[C:2]1[CH:7]2[CH:5]3[CH:6]2[CH:8]([C:9]([O:11][CH2:12][CH3:13])=[O:10])[CH:3]1[CH2:4]3>P([O-])([O-])([O-])=O.[K+].[K+].[K+].[OH-].[Na+]>[O:1]=[C:2]1[CH:7]2[CH:5]3[CH:6]2[C@@H:8]([C:9]([O:11][CH2:12][CH3:13])=[O:10])[C@H:3]1[CH2:4]3 |f:1.2.3.4,5.6|. Procedure: 2.0 g (0.011 mol) of ethyl rac-2-oxotricyclo[2.2.1.03,5 ]heptane-7-carboxylate (compound of the formula I where R1 =Et) are stirred in 25 ml of 0.1M potassium phosphate buffer, pH=7, at 50° C. with 300 mg of lipase SP 526 from Candida antarctica (Novo Nordisk) using a magnetic stirrer. The pH is kept constant with the aid of an autotitrator. After metering in approximately 12.0 ml of 0.5M NaOH, the reaction mixture is extracted with tert-butyl methyl ether. After drying with Na2SO4 and concentra... The reactants are CCN(CC)CCN1CCCCc2[nH]c(C=O)c(C)c2C1=O, C1CCNCC1, CCO, O=C1Cc2cc(F)ccc2N1. The product is CCN(CC)CCN1CCCCc2[nH]c(C=C3C(=O)Nc4ccc(F)cc43)c(C)c2C1=O. Reaction SMILES: [CH2:1]([CH3:2])[N:3]([CH2:4][CH2:5][N:6]1[C:7](=[O:20])[c:8]2[c:9]([nH:14][c:15]([CH:18]=[O:19])[c:16]2[CH3:17])[CH2:10][CH2:11][CH2:12][CH2:13]1)[CH2:21][CH3:22].[CH2:34]1[CH2:35][CH2:36][NH:37][CH2:38][CH2:39]1.[CH3:40][CH2:41][OH:42].[F:23][c:24]1[cH:25][c:26]2[c:30]([cH:31][cH:32]1)[NH:29][C:28](=[O:33])[CH2:27]2>>[CH2:1]([CH3:2])[N:3]([CH2:4][CH2:5][N:6]1[C:7](=[O:20])[c:8]2[c:9]([nH:14][c:15]([CH:18]=[C:27]3[c:26]4[cH:25][c:24]([F:23])[cH:32][cH:31][c:30]4[NH:29][C:28]3=[O:33])[c:16]2[CH3:17])[CH2:10][CH2:11][CH2:12][CH2:13]1)[CH2:21][CH3:22]. The reactants are C(C1=CC=CC=C1)OC=1C(=NC2=CC=C(C=C2C1Cl)C(O)(C=1C=NC(=CC1)C(F)(F)F)C1=CN=CN1C)Cl ((3-(benzyloxy)-2,4-dichloroquinolin-6-yl)(1-methyl-1H-imidazol-5-yl)(6-(trifluoromethyl)pyridin-3-yl)methanol), C(C1=CC=CC=C1)OC=1C(=NC2=CC=C(C=C2C1Cl)C(O)(C=1C=NC(=CC1)C(F)(F)F)C1=CN=CN1C)Cl ((3-(benzyloxy)-2,4-dichloroquinolin-6-yl)(1-methyl-1H-imidazol-5-yl)(6-(trifluoromethyl)pyridin-3-yl)methanol), C[O-].[Na+] (NaOMe). Run in CO (methanol). Reaction conditions: temperature 65 celsius. Yields the product C(C1=CC=CC=C1)OC=1C(=NC2=CC=C(C=C2C1Cl)C(O)(C=1C=NC(=CC1)C(F)(F)F)C1=CN=CN1C)OC ((3-(Benzyloxy)-4-chloro-2-methoxyquinolin-6-yl)(1-methyl-1H-imidazol-5-yl)(6-(trifluoromethyl)pyridin-3-yl)methanol). Reaction SMILES: [CH2:1]([O:8][C:9]1[C:10](Cl)=[N:11][C:12]2[C:17]([C:18]=1[Cl:19])=[CH:16][C:15]([C:20]([C:32]1[N:36]([CH3:37])[CH:35]=[N:34][CH:33]=1)([C:22]1[CH:23]=[N:24][C:25]([C:28]([F:31])([F:30])[F:29])=[CH:26][CH:27]=1)[OH:21])=[CH:14][CH:13]=2)[C:2]1[CH:7]=[CH:6][CH:5]=[CH:4][CH:3]=1.[CH3:39][O-:40].[Na+]>CO>[CH2:1]([O:8][C:9]1[C:10]([O:40][CH3:39])=[N:11][C:12]2[C:17]([C:18]=1[Cl:19])=[CH:16][C:15]([C:20]([C:32]1[N:36]([CH3:37])[CH:35]=[N:34][CH:33]=1)([C:22]1[CH:23]=[N:24][C:25]([C:28]([F:31])([F:29])[F:30])=[CH:26][CH:27]=1)[OH:21])=[CH:14][CH:13]=2)[C:2]1[CH:7]=[CH:6][CH:5]=[CH:4][CH:3]=1 |f:1.2|. Procedure details: To a mixture of (3-(benzyloxy)-2,4-dichloroquinolin-6-yl)(1-methyl-1H-imidazol-5-yl)(6-(trifluoromethyl)pyridin-3-yl)methanol (2.46 g, 4.4 mmol, Intermediate 11: step d) in methanol (24.6 mL) was added NaOMe (0.5 M in MeOH, 8.8 mL, 4.4 mmol) and the resulting suspension heated to 65° C. for 8 hours. The mixture was then cooled to room temperature and concentrated to dryness. Water was added and the mixture acidified with 2 N aqueous HCl to ˜pH 2. The aqueous was then extracted with EtOAc. The or...